This data is from the Open Reaction Database (ORD), a public repository of structured organic reaction records. The task is: describe an organic reaction: reactants, conditions, products, and yield The reactants are NC=1C(=C(C(=O)OC)C=CC1)NCC(OC)OC (methyl 3-amino-2-(2,2-dimethoxyethylamino)benzoate), COC(OC)(OC)C1=CC=CC=C1 ((trimethoxymethyl)benzene). Solvent: C(C)(=O)O (acetic acid). Yields the product COC(CN1C(=NC2=C1C(=CC=C2)C(=O)OC)C2=CC=CC=C2)OC (methyl 1-(2,2-dimethoxyethyl)-2-phenyl-1H-benzo[d]imidazole-7-carboxylate). The yield is 81.6%. As a reaction SMILES: [NH2:1][C:2]1[C:3]([NH:12][CH2:13][CH:14]([O:17][CH3:18])[O:15][CH3:16])=[C:4]([CH:9]=[CH:10][CH:11]=1)[C:5]([O:7][CH3:8])=[O:6].CO[C:21]([C:26]1[CH:31]=[CH:30][CH:29]=[CH:28][CH:27]=1)(OC)OC>C(O)(=O)C>[CH3:16][O:15][CH:14]([O:17][CH3:18])[CH2:13][N:12]1[C:3]2[C:4]([C:5]([O:7][CH3:8])=[O:6])=[CH:9][CH:10]=[CH:11][C:2]=2[N:1]=[C:21]1[C:26]1[CH:31]=[CH:30][CH:29]=[CH:28][CH:27]=1. Reported procedure: Methyl 3-amino-2-(2,2-dimethoxyethylamino)benzoate (922 mg, 3.6 mmol) from Step C of Example 13 was stirred in glacial acetic acid (2.5 mL) and (trimethoxymethyl)benzene (2.0 g, 10.9 mmol) at 70° C. for 3 h. The reaction mixture was cooled to room temperature, concentrated under reduced pressure, and purified by column chromatography (silica gel, 80:20 hexanes/ethyl acetate) to give methyl 1-(2,2-dimethoxyethyl)-2-phenyl-1H-benzo[d]imidazole-7-carboxylate as a brown oil (1.0 g, 83%): 1H NMR (500... Reactants: CCOC(=O)c1cc(CCc2cccc(OC)c2)c(C)[nH]1, CCO, [Na+], [OH-]. The product is COc1cccc(CCc2cc(C(=O)O)[nH]c2C)c1. Reaction SMILES: [CH2:1]([CH3:2])[O:3][C:4](=[O:5])[c:6]1[nH:7][c:8]([CH3:21])[c:9]([CH2:11][CH2:12][c:13]2[cH:14][c:15]([O:19][CH3:20])[cH:16][cH:17][cH:18]2)[cH:10]1.[CH3:24][CH2:25][OH:26].[Na+:23].[OH-:22]>>[O:3]=[C:4]([OH:5])[c:6]1[nH:7][c:8]([CH3:21])[c:9]([CH2:11][CH2:12][c:13]2[cH:14][c:15]([O:19][CH3:20])[cH:16][cH:17][cH:18]2)[cH:10]1. The reactants are O=C(O)C(F)(F)Cl, Cl, [Na+], [Na], CN(C)C=O, [OH-], O=Cc1ccc(O)c(O)c1. Product: O=Cc1ccc(OC(F)F)c(O)c1. As a reaction SMILES: [Cl:12][C:13]([C:14]([OH:15])=[O:16])([F:17])[F:18].[ClH:21].[Na+:20].[Na:11].[O:22]=[CH:23][N:24]([CH3:25])[CH3:26].[OH-:19].[OH:1][c:2]1[cH:3][c:4]([CH:5]=[O:6])[cH:7][cH:8][c:9]1[OH:10]>>[OH:1][c:2]1[cH:3][c:4]([CH:5]=[O:6])[cH:7][cH:8][c:9]1[O:10][CH:13]([F:17])[F:18]. Starting materials: C(C)[SiH](CC)CC (triethylsilane), COC1=CC=C2C=C(C(NC2=C1)=O)C=O (7-methoxy-2-oxo-1,2-dihydroquinoline-3-carbaldehyde), ice water. The solvent is FC(C(=O)O)(F)F (trifluoroacetic acid). Product: COC1=CC=C2C=C(C(NC2=C1)=O)C (7-methoxy-3-methyl-1H-quinolin-2-one). Yield: 91.7%. As a reaction SMILES: C([SiH](CC)CC)C.[CH3:8][O:9][C:10]1[CH:19]=[C:18]2[C:13]([CH:14]=[C:15]([CH:21]=O)[C:16](=[O:20])[NH:17]2)=[CH:12][CH:11]=1>FC(F)(F)C(O)=O>[CH3:8][O:9][C:10]1[CH:19]=[C:18]2[C:13]([CH:14]=[C:15]([CH3:21])[C:16](=[O:20])[NH:17]2)=[CH:12][CH:11]=1. Reported procedure: 30.7 ml of triethylsilane was added to a trifluoroacetic acid (300 ml) solution of 13 g of 7-methoxy-2-oxo-1,2-dihydroquinoline-3-carbaldehyde while being stirred under ice-cooling and stirred at room temperature overnight. The reaction solution was poured into ice water and extracted with dichloromethane and, after washed with water, dried over magnesium sulfate, and the solvent was evaporated under reduced pressure. The residue was purified by silica gel column chromatography (dichloromethane:... Starting materials: C1(CC1)N1C=C(C(C2=CC(=C(C(=C12)OC)F)F)=O)C(=O)O (1-cyclopropyl-6,7-difluoro-1,4-dihydro-8-methoxy-4-oxo-3-quinolinecarboxylic acid), C(C)NCC1CNCC1 (3-ethylaminomethylpyrrolidine), C1CCC2=NCCCN2CC1 (DBU). Run in C(C)#N (acetonitrile). Yields the product C1(CC1)N1C=C(C(C2=CC(=C(C(=C12)OC)N1CC(CC1)CNCC)F)=O)C(=O)O (1-cyclopropyl-7-(3-ethylaminomethyl-1-pyrrolidinyl)-6-fluoro-1,4-dihydro-8-methoxy-4-oxo-3-quinolinecarboxylic acid). Yield: 43.9%. RXN SMILES: [CH:1]1([N:4]2[C:13]3[C:8](=[CH:9][C:10]([F:17])=[C:11](F)[C:12]=3[O:14][CH3:15])[C:7](=[O:18])[C:6]([C:19]([OH:21])=[O:20])=[CH:5]2)[CH2:3][CH2:2]1.[CH2:22]([NH:24][CH2:25][CH:26]1[CH2:30][CH2:29][NH:28][CH2:27]1)[CH3:23].C1CCN2C(=NCCC2)CC1>C(#N)C>[CH:1]1([N:4]2[C:13]3[C:8](=[CH:9][C:10]([F:17])=[C:11]([N:28]4[CH2:29][CH2:30][CH:26]([CH2:25][NH:24][CH2:22][CH3:23])[CH2:27]4)[C:12]=3[O:14][CH3:15])[C:7](=[O:18])[C:6]([C:19]([OH:21])=[O:20])=[CH:5]2)[CH2:3][CH2:2]1. Procedure: A mixture of 1-cyclopropyl-6,7-difluoro-1,4-dihydro-8-methoxy-4-oxo-3-quinolinecarboxylic acid (200 mg), 3-ethylaminomethylpyrrolidine (100 mg), DBU (110 mg) and anhydrous acetonitrile (3 ml) was refluxed for 6 hours. After cooling, the resulting precipitate was collected by filtration and recrystallized from methanol to give the title compound (120 mg) as colorless prisms, mp 217°-219° C. Starting materials: CC(C)(C)[O-].[K+] (KOtBu), CC(C)(C)[O-].[K+] (KOtBu), Br.N1=CC=C(C=C1)CBr (4-pyridylmethyl bromide hydrobromide), [H-].[Na+] (NaH), Cl.N1=CC=C(C=C1)C(C)S (4-pyridylethanethiol hydrochloride), CN(C)C=O (DMF), COC1=CC(=NC(=N1)SCCC1=CC=CC=C1)NS(=O)(=O)N1CCC1 (N-[6-Methoxy-2-[(2-phenylethyl)thio]pyrimidin-4-yl]azetidine-1-sulfonamide), CC(C)(C)[O-].[K+] (KOtBu). Solvent: CCOC(=O)C (EtOAc). Conditions: time 10 minute. Product: COC1=CC=C(C=C1)CN(S(=O)(=O)N1CCC1)C1=NC(=NC(=C1)OC)SCC1=CC=NC=C1 (N-[(4-Methoxyphenyl)methyl]-N-[6-methoxy-2-[[(pyridin-4-yl)methyl]thio]pyrimidin-4-yl]azetidine-1-sulfonamide). Reaction SMILES: [H-].[Na+].Cl.[N:4]1[CH:9]=[CH:8][C:7]([CH:10]([SH:12])C)=[CH:6][CH:5]=1.[CH3:13][O:14][C:15]1[N:20]=[C:19](SCCC2C=CC=CC=2)[N:18]=[C:17]([NH:30][S:31]([N:34]2[CH2:37][CH2:36][CH2:35]2)(=[O:33])=[O:32])[CH:16]=1.[CH3:38][C:39]([O-])([CH3:41])[CH3:40].[K+].Br.N1C=C[C:48](CBr)=[CH:47][CH:46]=1.CN([CH:56]=[O:57])C>CCOC(C)=O>[CH3:56][O:57][C:47]1[CH:48]=[CH:40][C:39]([CH2:41][N:30]([C:17]2[CH:16]=[C:15]([O:14][CH3:13])[N:20]=[C:19]([S:12][CH2:10][C:7]3[CH:6]=[CH:5][N:4]=[CH:9][CH:8]=3)[N:18]=2)[S:31]([N:34]2[CH2:35][CH2:36][CH2:37]2)(=[O:32])=[O:33])=[CH:38][CH:46]=1 |f:0.1,2.3,5.6,7.8|. Procedure details: 60% NaH (27 mg) was added batchwise to a solution of 4-pyridylethanethiol hydrochloride (60 mg) in anhydrous DMF (2 ml) stirred under nitrogen. After 30 min. the subtitle product of Example 121 step (0.2 g) was added. The reaction mixture was stirred for a further 18 h. KOtBu (40 mg) was added and after 30 min. a further quantity of KOtBu (40 mg) was added. After 10 min, KOtBu (40 mg) followed by 4-pyridylmethyl bromide hydrobromide (96 mg) were added. The reaction mixture was stirred for 5 min.... Reactants: BrC=1C=CC2=C(C=C(O2)C(=O)OCC)C1 (ethyl 5-bromo-benzofuran-2-carboxylate), [Br-].N1=C(C=CC=C1)[Zn+] (2-pyridinyl zinc bromide). Run at temperature 60 celsius. Run in O (water). RXN SMILES: Br[C:2]1[CH:3]=[CH:4][C:5]2[O:9][C:8]([C:10]([O:12]CC)=[O:11])=[CH:7][C:6]=2[CH:15]=1.[Br-].[N:17]1[CH:22]=[CH:21][CH:20]=[CH:19][C:18]=1[Zn+]>C1C=CC([P]([Pd]([P](C2C=CC=CC=2)(C2C=CC=CC=2)C2C=CC=CC=2)([P](C2C=CC=CC=2)(C2C=CC=CC=2)C2C=CC=CC=2)[P](C2C=CC=CC=2)(C2C=CC=CC=2)C2C=CC=CC=2)(C2C=CC=CC=2)C2C=CC=CC=2)=CC=1.O>[N:17]1[CH:22]=[CH:21][CH:20]=[CH:19][C:18]=1[C:2]1[CH:3]=[CH:4][C:5]2[O:9][C:8]([C:10]([OH:12])=[O:11])=[CH:7][C:6]=2[CH:15]=1 |f:1.2,^1:27,29,48,67|. The reagents and catalysts are C=1C=CC(=CC1)[P](C=2C=CC=CC2)(C=3C=CC=CC3)[Pd]([P](C=4C=CC=CC4)(C=5C=CC=CC5)C=6C=CC=CC6)([P](C=7C=CC=CC7)(C=8C=CC=CC8)C=9C=CC=CC9)[P](C=1C=CC=CC1)(C=1C=CC=CC1)C=1C=CC=CC1 (tetrakis(triphenylphosphine)palladium). Yields the product N1=C(C=CC=C1)C=1C=CC2=C(C=C(O2)C(=O)O)C1 (5-pyridin-2yl-benzofuran-2-carboxylic acid). Reported procedure: A mixture of ethyl 5-bromo-benzofuran-2-carboxylate (1.0 g, 3.8 mmol), (prepared as described herein in Preparation1), 2-pyridinyl zinc bromide (15 mL, 7.5 mmol), tetrakis(triphenylphosphine)palladium (0) (100 mg), was stirred under an argon atmosphere and heated to 60° C. overnight. The mixture was cooled, poured into water, extracted with ethyl acetate, washed with brine, dried (MgSO4), and evaporated. Purification by chromatography gave 770 mg of 5-pyridin-2yl-benzofuran-2-carboxylic acid. The yield is 84.7%.